From a dataset of the Open Reaction Database (ORD), a public repository of structured organic reaction records. describe an organic reaction: reactants, conditions, products, and yield Reactants: ClC1=C(C(=CC(=C1)N)Cl)N (2,6-dichloro-p-phenylenediamine), COC=1C=C(C=O)C=C(C1)OC (3,5-dimethoxybenzaldehyde), COC(N(C)C)OC (N,N-dimethylformamide dimethylacetal). The solvent is C(C)O (ethanol). Reaction conditions: temperature 5 celsius, time 16 hour. Yields the product ClC1=C(C(=CC(=C1)NCC1=CC(=CC(=C1)OC)OC)Cl)N=CN(C)C (N'-[2,6-Dichloro-4-(3,5-dimethoxybenzylamino)phenyl]-N,N-dimethylformamidine). RXN SMILES: [Cl:1][C:2]1[CH:7]=[C:6]([NH2:8])[CH:5]=[C:4]([Cl:9])[C:3]=1[NH2:10].[CH3:11][O:12][C:13]1[CH:14]=[C:15]([CH:18]=[C:19]([O:21][CH3:22])[CH:20]=1)[CH:16]=O.CO[CH:25](OC)[N:26]([CH3:28])[CH3:27]>C(O)C>[Cl:1][C:2]1[CH:7]=[C:6]([NH:8][CH2:16][C:15]2[CH:14]=[C:13]([O:12][CH3:11])[CH:20]=[C:19]([O:21][CH3:22])[CH:18]=2)[CH:5]=[C:4]([Cl:9])[C:3]=1[N:10]=[CH:25][N:26]([CH3:28])[CH3:27]. Procedure details: A mixture of 5.3 g. of 2,6-dichloro-p-phenylenediamine and 4.98 g. of 3,5-dimethoxybenzaldehyde in 100 ml. of ethanol is heated on a steam bath, solution occurs, followed by crystallization. Warming is continued on the steam bath for 16 hours. The reaction mixture is cooled, 50 ml. of glacial acetic acid and 500 mg. of platinum oxide are added and the mixture is hydrogenated in a Parr apparatus at 40 p.s.i. for 15 minutes. The mixture is filtered and washed with ethanol, then the combined filtra...